describe an organic reaction: reactants, conditions, products, and yield From a dataset of the Open Reaction Database (ORD), a public repository of structured organic reaction records. Reactants: Cc1cc2ccncc2s1, [Na+], [Na+], O=C([O-])O, [OH-], O, O=[N+]([O-])O, O=S(=O)(O)O. Product: Cc1sc2cnccc2c1[N+](=O)[O-]. Reaction SMILES: [CH3:1][c:2]1[cH:3][c:4]2[c:5]([cH:6][n:7][cH:8][cH:9]2)[s:10]1.[Na+:16].[Na+:22].[O-:18][C:19]([OH:20])=[O:21].[OH-:15].[OH2:17].[OH:11][N+:12]([O-:13])=[O:14].[S:23](=[O:24])(=[O:25])([OH:26])[OH:27]>>[CH3:1][c:2]1[c:3]([N+:12](=[O:11])[O-:13])[c:4]2[c:5]([cH:6][n:7][cH:8][cH:9]2)[s:10]1.